Task: describe an organic reaction: reactants, conditions, products, and yield. Dataset: the Open Reaction Database (ORD), a public repository of structured organic reaction records Reactants: C(CCC)[Li] (n-butyllithium), O1CCOC12CCC(CC2)=O (1,4-dioxaspiro[4.5]decan-8-one), COC(C1=C(C=CC=C1)Br)C1=CC=CC=C1 (2-bromobenzhydryl methyl ether). The solvent is CCCCCC (hexane), O (water), O1CCCC1 (tetrahydrofuran), O1CCCC1 (tetrahydrofuran). Run at temperature -50 celsius, time 2 hour. Yields the product C1(=CC=CC=C1)C1OC2(C3=CC=CC=C13)OC1(CCCCC1)OC2 (3"-Phenyldispiro[1,3-dioxolane-2,1'-cyclohexane-4,1"(3"H)-isobenzofuran]). Isolated yield 39.6%. As a reaction SMILES: [CH3:1][O:2][CH:3]([C:11]1[CH:16]=[CH:15][CH:14]=[CH:13][CH:12]=1)[C:4]1[CH:9]=[CH:8][CH:7]=[CH:6][C:5]=1Br.C([Li])CCC.[O:22]1[C:26]2([CH2:31][CH2:30][C:29](=O)[CH2:28][CH2:27]2)[O:25]C[CH2:23]1>O1CCCC1.CCCCCC.O>[C:4]1([CH:3]2[C:11]3[C:16](=[CH:15][CH:14]=[CH:13][CH:12]=3)[C:1]3([CH2:23][O:22][C:26]4([CH2:31][CH2:30][CH2:29][CH2:28][CH2:27]4)[O:25]3)[O:2]2)[CH:9]=[CH:8][CH:7]=[CH:6][CH:5]=1. Procedure details: To a cooled (-50° C.) stirred solution of 27.7 g of 2-bromobenzhydryl methyl ether in 80 ml of dry tetrahydrofuran is added dropwise under nitrogen 60 ml of 2.4 M n-butyllithium in hexane. The mixture is stirred for 2 hours and a solution of 15.9 g of 1,4-dioxaspiro[4.5]decan-8-one in 50 ml of dry tetrahydrofuran is added dropwise, maintaining the temperature at -40° to -30° C. The mixture is stirred overnight at -70° to +10° C., diluted with 100 ml of water and extracted with 100 ml of dichloro... Product: Cc1cc(Br)ccc1NC(=O)CC(=O)Sc1ccccc1. RXN SMILES: [Br:1][c:2]1[cH:3][c:4]([CH3:15])[c:5]([NH:8][C:9]([CH2:10][C:11](=[O:12])[OH:13])=[O:14])[cH:6][cH:7]1.[Br:23][c:24]1[cH:25][cH:26][c:27]([NH:28][C:29](=[O:30])[CH2:31][C:32]([N:33]([CH:34]2[CH2:35][CH2:36][CH2:37][CH2:38][CH2:39]2)[C:40]([NH:41][CH:42]2[CH2:43][CH2:44][CH2:45][CH2:46][CH2:47]2)=[O:48])=[O:49])[c:50]([CH3:51])[cH:52]1.[O:53]1[CH2:54][CH2:55][CH2:56][CH2:57]1.[SH:16][c:17]1[cH:18][cH:19][cH:20][cH:21][cH:22]1>>[Br:1][c:2]1[cH:3][c:4]([CH3:15])[c:5]([NH:8][C:9]([CH2:10][C:11](=[O:13])[S:16][c:17]2[cH:18][cH:19][cH:20][cH:21][cH:22]2)=[O:14])[cH:6][cH:7]1. The reactants are Cc1cc(Br)ccc1NC(=O)CC(=O)O, Cc1cc(Br)ccc1NC(=O)CC(=O)N(C(=O)NC1CCCCC1)C1CCCCC1, C1CCOC1, Sc1ccccc1. Reactants: ClCCCO (3-chloro-1-propanol), CN(C)C=O (DMF), OC1=CC=C(C(C=CC2=CC=CC=C2)=O)C=C1 (4′-hydroxychalcone), [H-].[Na+] (sodium hydride). Run in O (water). Run at time 30 minute. The product is OCCCOC1=CC=C(C=C1)C=CC(=O)C1=CC=CC=C1 (4-(3-Hydroxypropyloxy)-chalcone). As a reaction SMILES: CN([CH:4]=[O:5])C.O[C:7]1[CH:22]=[CH:21][C:10]([C:11](=[O:20])[CH:12]=[CH:13][C:14]2[CH:19]=[CH:18][CH:17]=[CH:16][CH:15]=2)=[CH:9][CH:8]=1.[H-].[Na+].ClC[CH2:27][CH2:28][OH:29]>O>[OH:29][CH2:28][CH2:27][CH2:4][O:5][C:17]1[CH:18]=[CH:19][C:14]([CH:13]=[CH:12][C:11]([C:10]2[CH:21]=[CH:22][CH:7]=[CH:8][CH:9]=2)=[O:20])=[CH:15][CH:16]=1 |f:2.3|. Reported procedure: A refined 4′-(3-hydroxypropyloxy)-chalcone (9.71 g, 34.4 mmol) was obtained with a yield of 51.4% by adding 90 ml of dry DMF to 4′-hydroxychalcone (15.0 g, 67 mmol) in an air current of argon, and adding sodium hydride (60%, 2.68 g, 67 mmol) through dropping in a reaction flask of 200 ml in ice cooling for 30 minutes; later, after heating to a room temperature and stirring for 5 hours, adding 3-chloro-1-propanol (6.33 g, 67 mmol) through dropping at the same temperature for 10 minutes; furthermo... The product is N1(C=NC=C1)C1=CC=C(OCCNCC2=CC=CC=C2)C=C1 (2-[4-(1H-imidazol-1-yl)phenoxy]-N-(phenylmethyl)-ethanamine). Procedure: To a chilled suspension of 39.5 g (0.823 mol) 50% sodium hydride in 500 mL dimethylformamide add 37.32 g (0.233 mol) 4-(1H imidazol-1-yl)phenol. When the addition is complete, stir the reaction mixture at room temperature until gas evolution ceases. After this time, chill the reaction mixture below 0° C. and slowly add 60.22 g (0.292 mol) N-benzyl(2-chloro)ethylamine hydrochloride. When the addition is complete, heat the reaction mixture to 65° C. Follow the progress of the reaction by thin-laye... As a reaction SMILES: [H-].[Na+].[N:3]1([C:8]2[CH:13]=[CH:12][C:11]([OH:14])=[CH:10][CH:9]=2)[CH:7]=[CH:6][N:5]=[CH:4]1.Cl.[CH2:16]([NH:23][CH2:24][CH2:25]Cl)[C:17]1[CH:22]=[CH:21][CH:20]=[CH:19][CH:18]=1.O>CN(C)C=O.C(Cl)Cl.CO>[N:3]1([C:8]2[CH:13]=[CH:12][C:11]([O:14][CH2:25][CH2:24][NH:23][CH2:16][C:17]3[CH:22]=[CH:21][CH:20]=[CH:19][CH:18]=3)=[CH:10][CH:9]=2)[CH:7]=[CH:6][N:5]=[CH:4]1 |f:0.1,3.4,7.8|. Solvent: CN(C=O)C (dimethylformamide), C(Cl)Cl.CO (methylene chloride methanol). The reactants are N1(C=NC=C1)C1=CC=C(C=C1)O (4-(1H imidazol-1-yl)phenol), O (water), [H-].[Na+] (sodium hydride), Cl.C(C1=CC=CC=C1)NCCCl (N-benzyl(2-chloro)ethylamine hydrochloride). The reactants are C1=C(C=CC2=CC=CC=C12)C#C (naphth-2-yl-acetylene), BrC1=C(C=O)C=CC=C1 (bromobenzaldehyde), petroleum ether ether. Reagents/catalysts: Cl[Pd]([P](C1=CC=CC=C1)(C2=CC=CC=C2)C3=CC=CC=C3)([P](C4=CC=CC=C4)(C5=CC=CC=C5)C6=CC=CC=C6)Cl (bis-(triphenylphosphine)-palladium(II) chloride), [Cu]I (copper(I) iodide). The solvent is C(C)N(CC)CC (triethylamine). Yields the product C1=C(C=CC2=CC=CC=C12)C#CC=1C=C(C=O)C=CC1 (3-(Naphth-2-yl-ethynyl)-benzaldehyde), crystals. RXN SMILES: [CH:1]1[C:10]2[C:5](=[CH:6][CH:7]=[CH:8][CH:9]=2)[CH:4]=[CH:3][C:2]=1[C:11]#[CH:12].Br[C:14]1[CH:21]=[CH:20][CH:19]=[CH:18][C:15]=1[CH:16]=[O:17]>C(N(CC)CC)C.Cl[Pd](Cl)([P](C1C=CC=CC=1)(C1C=CC=CC=1)C1C=CC=CC=1)[P](C1C=CC=CC=1)(C1C=CC=CC=1)C1C=CC=CC=1.[Cu]I>[CH:1]1[C:10]2[C:5](=[CH:6][CH:7]=[CH:8][CH:9]=2)[CH:4]=[CH:3][C:2]=1[C:11]#[C:12][C:21]1[CH:14]=[C:15]([CH:18]=[CH:19][CH:20]=1)[CH:16]=[O:17] |^1:31,50|. Procedure: To a solution of 15.3 g of naphth-2-yl-acetylene and 16.65 g of -bromobenzaldehyde in 120 ml of absolute triethylamine were added at a bath temperature of 50° C. while stirring in an atmosphere of dry nitrogen 1.05 g of bis-(triphenylphosphine)-palladium(II) chloride and 0.07 g of copper(I) iodide. Then the mixture was stirred at a bath temperature of 70°-80° C. (TLC: petroleum ether/ether-5:1). When the reaction was finished the mixture was filtered, the residue washed with ethyl acetate and th... Reactants: C(=S)=S (carbon disulfide), C1(=CC=CC=C1)NC1=C(C=CC=C1)N (N-phenyl-o-phenylenediamine), [OH-].[Na+] (sodium hydroxide). Solvent: O (water), C(C)O (ethanol), O (water). The product is SC1=NC2=C(N1C1=CC=CC=C1)C=CC=C2 (2-Mercapto-1-phenylbenzimidazole). Isolated yield 74.0%. RXN SMILES: [C:1]1([NH:7][C:8]2[CH:13]=[CH:12][CH:11]=[CH:10][C:9]=2[NH2:14])[CH:6]=[CH:5][CH:4]=[CH:3][CH:2]=1.[OH-].[Na+].[C:17](=S)=[S:18]>C(O)C.O>[SH:18][C:17]1[N:7]([C:1]2[CH:2]=[CH:3][CH:4]=[CH:5][CH:6]=2)[C:8]2[CH:13]=[CH:12][CH:11]=[CH:10][C:9]=2[N:14]=1 |f:1.2|. Procedure details: To 18.6 g (0.10M) of N-phenyl-o-phenylenediamine in 100 ml ethanol, 4.8 g (0.12M) of sodium hydroxide in 20 ml water is added followed by 13 g (0.17M) of carbon disulfide. The mixture is heated to reflux for 5 hours. The reaction mixture is poured into 300 ml water and solid is collected. The crude material is recrystallized from ethanol and the recrystallized material weighs 25 g (74% yield) and melts at 195°-7° C. RXN SMILES: [Br:12][c:13]1[cH:14][c:15]([NH:19][C:20](=[N:21][C:22]#[N:23])[N:24]2[CH:25]([CH3:40])[CH2:26][N:27]([c:30]3[c:31]4[c:32]([CH3:33])[cH:34][nH:35][c:36]4[n:37][cH:38][n:39]3)[CH2:28][CH2:29]2)[cH:16][cH:17][cH:18]1.[Cl:1][c:2]1[c:3]2[c:4]([n:5][cH:6][n:7]1)[nH:8][c:9]([CH3:11])[cH:10]2>>[c:2]1([N:27]2[CH2:26][CH:25]([CH3:40])[N:24]([C:20]([NH:19][c:15]3[cH:14][c:13]([Br:12])[cH:18][cH:17][cH:16]3)=[N:21][C:22]#[N:23])[CH2:29][CH2:28]2)[c:3]2[c:4]([n:5][cH:6][n:7]1)[nH:8][c:9]([CH3:11])[cH:10]2. Reactants: Cc1c[nH]c2ncnc(N3CCN(C(=NC#N)Nc4cccc(Br)c4)C(C)C3)c12, Cc1cc2c(Cl)ncnc2[nH]1. Yields the product Cc1cc2c(N3CCN(C(=NC#N)Nc4cccc(Br)c4)C(C)C3)ncnc2[nH]1. Product: N1CC(C1)CNC1=C(C(=O)NC2=NNC3=CC=C(C=C23)CC2=CC(=CC(=C2)F)F)C=CC(=C1)N1CCN(CC1)C (2-[(azetidin-3-ylmethyl)amino]-N-[5-(3,5-difluorobenzyl)-1H-indazol-3-yl]-4-(4-methylpiperazin-1-yl)benzamide). Isolated yield 42.4%. Reaction SMILES: [F:1][C:2]1[CH:3]=[C:4]([CH:44]=[C:45]([F:47])[CH:46]=1)[CH2:5][C:6]1[CH:7]=[C:8]2[C:12](=[CH:13][CH:14]=1)[NH:11][N:10]=[C:9]2[NH:15][C:16]([C:18]1[CH:23]=[CH:22][C:21]([N:24]2[CH2:29][CH2:28][N:27]([CH3:30])[CH2:26][CH2:25]2)=[CH:20][C:19]=1[NH:31][CH2:32][CH:33]1[CH2:36][N:35](C(OC(C)(C)C)=O)[CH2:34]1)=[O:17].C(O)(C(F)(F)F)=O>C(Cl)Cl>[NH:35]1[CH2:34][CH:33]([CH2:32][NH:31][C:19]2[CH:20]=[C:21]([N:24]3[CH2:25][CH2:26][N:27]([CH3:30])[CH2:28][CH2:29]3)[CH:22]=[CH:23][C:18]=2[C:16]([NH:15][C:9]2[C:8]3[C:12](=[CH:13][CH:14]=[C:6]([CH2:5][C:4]4[CH:3]=[C:2]([F:1])[CH:46]=[C:45]([F:47])[CH:44]=4)[CH:7]=3)[NH:11][N:10]=2)=[O:17])[CH2:36]1. Reported procedure: tert-butyl 3-({[2-{[5-(3,5-difluorobenzyl)-1H-indazol-3-yl]carbamoyl}-5-(4-methylpiperazin-1-yl)phenyl]amino}methyl)azetidine-1-carboxylate (289 mg, 0.45 mmol) was dissolved in DCM (3 mL) and TFA (0.7 mL) was added. The resulting reaction solution was stirred overnight at room temperature. The mixture was diluted with DCM and extracted with 10% aqueous NH3. Organic phase was evaporated. Reverse phase column chromatography purification afforded 104 mg of the title compound. Run in C(Cl)Cl (DCM), C(Cl)Cl (DCM). Starting materials: FC=1C=C(CC=2C=C3C(=NNC3=CC2)NC(=O)C2=C(C=C(C=C2)N2CCN(CC2)C)NCC2CN(C2)C(=O)OC(C)(C)C)C=C(C1)F (tert-butyl 3-({[2-{[5-(3,5-difluorobenzyl)-1H-indazol-3-yl]carbamoyl}-5-(4-methylpiperazin-1-yl)phenyl]amino}methyl)azetidine-1-carboxylate), C(=O)(C(F)(F)F)O (TFA). Conditions: time 8 hour.